From a dataset of the Open Reaction Database (ORD), a public repository of structured organic reaction records. describe an organic reaction: reactants, conditions, products, and yield The reactants are BrC1=CC=C(C=C1)C1=C(C(=NO1)C)N (5-(4-bromo-phenyl)-3-methyl-isoxazol-4-ylamine), C1(=CC=CC=C1)C1=NOC(=C1)C(C)=O (1-(3-phenyl-isoxazol-5-yl)-ethanone). Product: BrC1=CC=C(C=C1)C1=C(C(=NO1)C)NC(C)C1=CC(=NO1)C1=CC=CC=C1 ([5-(4-Bromo-phenyl)-3-methyl-isoxazol-4-yl]-[1-(3-phenyl-isoxazol-5-yl)-ethyl]-amine). RXN SMILES: [Br:1][C:2]1[CH:7]=[CH:6][C:5]([C:8]2[O:12][N:11]=[C:10]([CH3:13])[C:9]=2[NH2:14])=[CH:4][CH:3]=1.[C:15]1([C:21]2[CH:25]=[C:24]([C:26](=O)[CH3:27])[O:23][N:22]=2)[CH:20]=[CH:19][CH:18]=[CH:17][CH:16]=1>>[Br:1][C:2]1[CH:3]=[CH:4][C:5]([C:8]2[O:12][N:11]=[C:10]([CH3:13])[C:9]=2[NH:14][CH:26]([C:24]2[O:23][N:22]=[C:21]([C:15]3[CH:20]=[CH:19][CH:18]=[CH:17][CH:16]=3)[CH:25]=2)[CH3:27])=[CH:6][CH:7]=1. Procedure details: Prepared according to the procedure described in Example 1, Step 12, using 5-(4-bromo-phenyl)-3-methyl-isoxazol-4-ylamine and 1-(3-phenyl-isoxazol-5-yl)-ethanone. Reactants: CC1=NC2=C(N1CC1=CC=C(C3=CC=CC=C13)C#N)C=C(C(=C2)OC2CCN(CC2)C(=O)OC(C)(C)C)O (2-methyl-6-hydroxy-5-(N-(tert-butoxycarbonyl)piperidin-4-yloxy)-1-(4-cyanonaphth-1-yl)methylbenzimidazole), CCOC(=O)/N=N/C(=O)OCC (DEAD), C(C1=CC=CC=C1)OC(=O)N1CCC(CC1)O (N-benzyloxycarbonyl-4-hydroxypiperidine), C1=CC=C(C=C1)P(C2=CC=CC=C2)C3=CC=CC=C3 (PPh3). Solvent: C1CCOC1 (THF). Run at time 1 hour. Product: CC1=NC2=C(N1CC1=CC=C(C3=CC=CC=C13)C#N)C=C(C(=C2)OC2CCN(CC2)C(=O)OC(C)(C)C)OC2CCN(CC2)C(=O)OCC2=CC=CC=C2 (2-methyl-6-(N-(benzyloxycarbonyl)piperidin-4-yloxy)-5-(N-(tert-butoxycarbonyl)piperidin-4-yloxy)-1-(4-cyanonaphth-1-yl)methylbenzimidazole). Reaction SMILES: [CH3:1][C:2]1[N:6]([CH2:7][C:8]2[C:17]3[C:12](=[CH:13][CH:14]=[CH:15][CH:16]=3)[C:11]([C:18]#[N:19])=[CH:10][CH:9]=2)[C:5]2[CH:20]=[C:21]([OH:38])[C:22]([O:24][CH:25]3[CH2:30][CH2:29][N:28]([C:31]([O:33][C:34]([CH3:37])([CH3:36])[CH3:35])=[O:32])[CH2:27][CH2:26]3)=[CH:23][C:4]=2[N:3]=1.[CH2:39]([O:46][C:47]([N:49]1[CH2:54][CH2:53][CH:52](O)[CH2:51][CH2:50]1)=[O:48])[C:40]1[CH:45]=[CH:44][CH:43]=[CH:42][CH:41]=1.C1C=CC(P(C2C=CC=CC=2)C2C=CC=CC=2)=CC=1.CCOC(/N=N/C(OCC)=O)=O>C1COCC1>[CH3:1][C:2]1[N:6]([CH2:7][C:8]2[C:17]3[C:12](=[CH:13][CH:14]=[CH:15][CH:16]=3)[C:11]([C:18]#[N:19])=[CH:10][CH:9]=2)[C:5]2[CH:20]=[C:21]([O:38][CH:52]3[CH2:53][CH2:54][N:49]([C:47]([O:46][CH2:39][C:40]4[CH:41]=[CH:42][CH:43]=[CH:44][CH:45]=4)=[O:48])[CH2:50][CH2:51]3)[C:22]([O:24][CH:25]3[CH2:30][CH2:29][N:28]([C:31]([O:33][C:34]([CH3:35])([CH3:37])[CH3:36])=[O:32])[CH2:27][CH2:26]3)=[CH:23][C:4]=2[N:3]=1. Reported procedure: To 2-methyl-6-hydroxy-5-(N-(tert-butoxycarbonyl)piperidin-4-yloxy)-1-(4-cyanonaphth-1-yl)methylbenzimidazole (2.8 g) in THF (50 mL) was first added N-benzyloxycarbonyl-4-hydroxypiperidine (1.7 g), PPh3 (1.9 g), and then DEAD (1.2 mL) in a dropwise fashion. After stirring at ambient temperature for 1 hour the solvent was removed and the residue was separated by silica gel chromatography (hexane/ethyl acetate, gradient) to afford 2-methyl-6-(N-(benzyloxycarbonyl)piperidin-4-yloxy)-5-(N-(tert-butox... The reactants are C(C1=CC=CC=C1)OCCC1=C(N=NN1C1=CC=C(C=C1)C(=O)NCC)C(=O)NC1CC1 (5-[2-(benzyloxy)ethyl]-N-cyclopropyl-1-{4-[(ethylamino)carbonyl]phenyl}-1H-1,2,3-triazole-4-carboxamide). Reagents/catalysts: [C].[Pd] (palladium carbon). The solvent is CO.C(C)(=O)O (methanol acetic acid). Product: C1(CC1)NC(=O)C=1N=NN(C1CCO)C1=CC=C(C=C1)C(=O)NCC (N-cyclopropyl-1-{4-[(ethylamino)carbonyl]phenyl}-5-(2-hydroxyethyl)-1H-1,2,3-triazole-4-carboxamide). Yield: 82.4%. Reaction SMILES: C([O:8][CH2:9][CH2:10][C:11]1[N:15]([C:16]2[CH:21]=[CH:20][C:19]([C:22]([NH:24][CH2:25][CH3:26])=[O:23])=[CH:18][CH:17]=2)[N:14]=[N:13][C:12]=1[C:27]([NH:29][CH:30]1[CH2:32][CH2:31]1)=[O:28])C1C=CC=CC=1>CO.C(O)(=O)C.[C].[Pd]>[CH:30]1([NH:29][C:27]([C:12]2[N:13]=[N:14][N:15]([C:16]3[CH:17]=[CH:18][C:19]([C:22]([NH:24][CH2:25][CH3:26])=[O:23])=[CH:20][CH:21]=3)[C:11]=2[CH2:10][CH2:9][OH:8])=[O:28])[CH2:31][CH2:32]1 |f:1.2,3.4|. Procedure: 5-[2-(Benzyloxy)ethyl]-N-cyclopropyl-1-{4-[(ethylamino)carbonyl]phenyl}-1H-1,2,3-triazole-4-carboxamide (737 mg, 1.70 mmol) obtained in Example 107 was dissolved in methanol-acetic acid (25:1, 26 ml), and the mixture was stirred at room temperature for 63 hr in the presence of 10% palladium carbon (wet, purity 50%, 150 mg) under a hydrogen atmosphere. The reaction mixture was filtered to remove the catalyst, the filtrate was concentrated to dryness, and ethyl acetate-diethyl ether was added. The... Starting materials: N1CC[C@H](CCC1)NC(OCC1=CC=CC=C1)=O ((S)-benzyl azepan-4-ylcarbamate), FC1=CC=CC(=N1)C1=NN(C2=CN=C(C=C21)C=2C=NN(C2)C)C2OCCCC2 (3-(6-fluoropyridin-2-yl)-5-(1-methyl-1H-pyrazol-4-yl)-1-(tetrahydro-2H-pyran-2-yl)-1H-pyrazolo[3,4-c]pyridine). Yields the product CN1N=CC(=C1)C=1C=C2C(=CN1)N(N=C2C2=CC=CC(=N2)N2CC[C@H](CCC2)NC(OCC2=CC=CC=C2)=O)C2OCCCC2 (benzyl (4S)-1-(6-(5-(1-methyl-1H-pyrazol-4-yl)-1-(tetrahydro-2H-pyran-2-yl)-1H-pyrazolo[3,4-c]pyridin-3-yl)pyridin-2-yl)azepan-4-ylcarbamate). The yield is 73.4%. As a reaction SMILES: [NH:1]1[CH2:7][CH2:6][CH2:5][C@H:4]([NH:8][C:9](=[O:18])[O:10][CH2:11][C:12]2[CH:17]=[CH:16][CH:15]=[CH:14][CH:13]=2)[CH2:3][CH2:2]1.F[C:20]1[N:25]=[C:24]([C:26]2[C:34]3[C:29](=[CH:30][N:31]=[C:32]([C:35]4[CH:36]=[N:37][N:38]([CH3:40])[CH:39]=4)[CH:33]=3)[N:28]([CH:41]3[CH2:46][CH2:45][CH2:44][CH2:43][O:42]3)[N:27]=2)[CH:23]=[CH:22][CH:21]=1>>[CH3:40][N:38]1[CH:39]=[C:35]([C:32]2[CH:33]=[C:34]3[C:26]([C:24]4[N:25]=[C:20]([N:1]5[CH2:7][CH2:6][CH2:5][C@H:4]([NH:8][C:9](=[O:18])[O:10][CH2:11][C:12]6[CH:13]=[CH:14][CH:15]=[CH:16][CH:17]=6)[CH2:3][CH2:2]5)[CH:21]=[CH:22][CH:23]=4)=[N:27][N:28]([CH:41]4[CH2:46][CH2:45][CH2:44][CH2:43][O:42]4)[C:29]3=[CH:30][N:31]=2)[CH:36]=[N:37]1. Procedure: Following the procedure of Example 189, (S)-benzyl azepan-4-ylcarbamate and 3-(6-fluoropyridin-2-yl)-5-(1-methyl-1H-pyrazol-4-yl)-1-(tetrahydro-2H-pyran-2-yl)-1H-pyrazolo[3,4-c]pyridine were reacted to give benzyl (4S)-1-(6-(5-(1-methyl-1H-pyrazol-4-yl)-1-(tetrahydro-2H-pyran-2-yl)-1H-pyrazolo[3,4-c]pyridin-3-yl)pyridin-2-yl)azepan-4-ylcarbamate as a solid (73.4%). LC/MS: m/z 607.3 [M+1].